This data is from the Open Reaction Database (ORD), a public repository of structured organic reaction records. The task is: describe an organic reaction: reactants, conditions, products, and yield Starting materials: O=C([O-])[O-], CC#N, BrC1CCCC1, [K+], [K+], OCCCC1CCNCC1. The product is OCCCC1CCN(C2CCCC2)CC1. As a reaction SMILES: [C:11](=[O:12])([O-:13])[O-:14].[C:23](#[N:24])[CH3:25].[CH:17]1([Br:22])[CH2:18][CH2:19][CH2:20][CH2:21]1.[K+:15].[K+:16].[NH:1]1[CH2:2][CH2:3][CH:4]([CH2:7][CH2:8][CH2:9][OH:10])[CH2:5][CH2:6]1>>[N:1]1([CH:17]2[CH2:18][CH2:19][CH2:20][CH2:21]2)[CH2:2][CH2:3][CH:4]([CH2:7][CH2:8][CH2:9][OH:10])[CH2:5][CH2:6]1.